From a dataset of the Open Reaction Database (ORD), a public repository of structured organic reaction records. describe an organic reaction: reactants, conditions, products, and yield The reactants are COC(=O)c1cc(N)cc(-c2ccccc2)c1, Cc1ccccc1, CN(C)c1ccncc1, O=C(Cl)Cl, OCc1cc2cc(-c3ccccc3)ccc2o1, c1ccncc1. Product: COC(=O)c1cc(NC(=O)OCc2cc3cc(-c4ccccc4)ccc3o2)cc(-c2ccccc2)c1. Reaction SMILES: [CH3:1][O:2][C:3](=[O:4])[c:5]1[cH:6][c:7](-[c:12]2[cH:13][cH:14][cH:15][cH:16][cH:17]2)[cH:8][c:9]([NH2:11])[cH:10]1.[CH3:45][c:46]1[cH:47][cH:48][cH:49][cH:50][cH:51]1.[CH3:52][N:53]([c:54]1[cH:55][cH:56][n:57][cH:58][cH:59]1)[CH3:60].[Cl:24][C:25]([Cl:26])=[O:27].[c:28]1(-[c:34]2[cH:35][cH:36][c:37]3[c:38]([cH:39][c:40]([CH2:42][OH:43])[o:41]3)[cH:44]2)[cH:29][cH:30][cH:31][cH:32][cH:33]1.[cH:18]1[cH:19][cH:20][n:21][cH:22][cH:23]1>>[CH3:1][O:2][C:3](=[O:4])[c:5]1[cH:6][c:7](-[c:12]2[cH:13][cH:14][cH:15][cH:16][cH:17]2)[cH:8][c:9]([NH:11][C:25](=[O:27])[O:43][CH2:42][c:40]2[cH:39][c:38]3[c:37]([cH:36][cH:35][c:34](-[c:28]4[cH:29][cH:30][cH:31][cH:32][cH:33]4)[cH:44]3)[o:41]2)[cH:10]1. Starting materials: FC=1C=CC=2C3=C(N(C2C1)C)C(NN=C3C(=O)N(C)C)=O (7-Fluoro-N,N,5-trimethyl-4-oxo-3,5-dihydro-4H-pyridazino[4,5-b]indole-1-carboxamide), cuprous iodide, C([O-])([O-])=O.[K+].[K+] (potassium carbonate), BrC=1C=NC(=CC1)OC (3-bromo-6-methoxypyridine). Run in CN(C=O)C (N,N-dimethylformamide). Yields the product FC=1C=CC=2C3=C(N(C2C1)C)C(N(N=C3C(=O)N(C)C)C=3C=CC(=NC3)OC)=O (7-Fluoro-N,N,5-trimethyl-4-oxo-3-(2-methoxy-pyridin-5-yl)-3,5-dihydro-4H-pyridazino[4,5-b]indole-1-carboxamide). Reaction SMILES: [F:1][C:2]1[CH:3]=[CH:4][C:5]2[C:6]3[C:15]([C:16]([N:18]([CH3:20])[CH3:19])=[O:17])=[N:14][NH:13][C:12](=[O:21])[C:7]=3[N:8]([CH3:11])[C:9]=2[CH:10]=1.C(=O)([O-])[O-].[K+].[K+].Br[C:29]1[CH:30]=[N:31][C:32]([O:35][CH3:36])=[CH:33][CH:34]=1>CN(C)C=O>[F:1][C:2]1[CH:3]=[CH:4][C:5]2[C:6]3[C:15]([C:16]([N:18]([CH3:19])[CH3:20])=[O:17])=[N:14][N:13]([C:29]4[CH:34]=[CH:33][C:32]([O:35][CH3:36])=[N:31][CH:30]=4)[C:12](=[O:21])[C:7]=3[N:8]([CH3:11])[C:9]=2[CH:10]=1 |f:1.2.3|. Reported procedure: A solution of 0.3 g (1.04 mmol) of 7-fluoro-N,N,5-trimethyl-4-oxo-3,5-dihydro-4H-pyridazino[4,5-b]-indole-1-carboxamide (obtained in stage 3.2.), 0.120 g (0.63 mmol) of cuprous iodide, 0.20 g (1.45 mmol) of potassium carbonate and 0.60 g (3.19 mmol) of 3-bromo-6-methoxypyridine in 50 ml of N,N-dimethylformamide is heated at 150° C. for 20 h. The reaction mixture is cooled and concentrated under reduced pressure. Dichloromethane, water and a sodium hydroxide solution (1M) are added. The organic p... The reactants are BrC=1C=NC=2N(C1)C(=CN2)CC=2C=C1C=CC=NC1=CC2 (6-((6-bromoimidazo[1,2-a]pyrimidin-3-yl)methyl)quinoline), BrC=1C=NC=2N(C1)C=C(N2)CC=2C=C1C=CC=NC1=CC2 (6-(6-bromo-imidazo[1,2-a]pyrimidin-2-ylmethyl)quinoline), C(CCC)[Sn](C(=C)OCC)(CCCC)CCCC (tributyl(1-ethoxyvinyl)stannane). The reagents and catalysts are Cl[Pd]([P](C1=CC=CC=C1)(C2=CC=CC=C2)C3=CC=CC=C3)([P](C4=CC=CC=C4)(C5=CC=CC=C5)C6=CC=CC=C6)Cl (PdCl2(PPh3)2). Run in O1CCOCC1 (1,4-dioxane), CCOC(=O)C (EtOAc). Run at time 3 hour. Yields the product N1=CC=CC2=CC(=CC=C12)CC1=CN=C2N1C=C(C=N2)C(C)=O (1-(3-(Quinolin-6-ylmethyl)imidazo[1,2-a]pyrimidin-6-yl)ethanone). Reaction SMILES: Br[C:2]1[CH:3]=[N:4][C:5]2[N:6]([C:8]([CH2:11][C:12]3[CH:13]=[C:14]4[C:19](=[CH:20][CH:21]=3)[N:18]=[CH:17][CH:16]=[CH:15]4)=[CH:9][N:10]=2)[CH:7]=1.BrC1C=NC2N(C=C(CC3C=C4C(=CC=3)N=CC=C4)N=2)C=1.C([Sn](CCCC)(CCCC)[C:48]([O:50]CC)=[CH2:49])CCC>O1CCOCC1.CCOC(C)=O.Cl[Pd](Cl)([P](C1C=CC=CC=1)(C1C=CC=CC=1)C1C=CC=CC=1)[P](C1C=CC=CC=1)(C1C=CC=CC=1)C1C=CC=CC=1>[N:18]1[C:19]2[C:14](=[CH:13][C:12]([CH2:11][C:8]3[N:6]4[CH:7]=[C:2]([C:48](=[O:50])[CH3:49])[CH:3]=[N:4][C:5]4=[N:10][CH:9]=3)=[CH:21][CH:20]=2)[CH:15]=[CH:16][CH:17]=1 |^1:75,94|. Reported procedure: A solution of 6-((6-bromoimidazo[1,2-a]pyrimidin-3-yl)methyl)quinoline and 6-(6-bromo-imidazo[1,2-a]pyrimidin-2-ylmethyl)quinoline (mixture, 250 mg, 0.737 mmol), PdCl2(PPh3)2 (51.7 mg, 0.074 mmol) and tributyl(1-ethoxyvinyl)stannane (399 mg, 1.106 mmol) in 5 mL of 1,4-dioxane was heated at 80° C. for 12 h under N2. The reaction mixture was diluted with EtOAc, washed with water. The organic layer was dried over Na2SO4, filtered and concentrated in vacuo. The residue was dissolved in HOAc and 3 N ... Reactants: CC(C)CC(NC(=O)OC(C)(C)C)C(=O)NC1CCC(C)NCC1O, O=C([O-])O, CCOC(C)=O, ClCCl, [Na+], O, O=S(=O)(Cl)c1ccccn1. The product is CC(C)CC(NC(=O)OC(C)(C)C)C(=O)NC1CCC(C)NC(S(=O)(=O)c2ccccn2)C1O. As a reaction SMILES: [C:11]([CH3:12])([CH3:13])([CH3:14])[O:15][C:16]([NH:17][CH:18]([CH2:19][CH:20]([CH3:21])[CH3:22])[C:23]([NH:24][CH:25]1[CH:26]([OH:33])[CH2:27][NH:28][CH:29]([CH3:32])[CH2:30][CH2:31]1)=[O:34])=[O:35].[C:36](=[O:37])([OH:38])[O-:39].[CH3:45][CH2:46][O:47][C:48]([CH3:49])=[O:50].[Cl:41][CH2:42][Cl:43].[Na+:40].[OH2:44].[n:1]1[c:2]([S:7](=[O:8])(=[O:9])[Cl:10])[cH:3][cH:4][cH:5][cH:6]1>>[n:1]1[c:2]([S:7](=[O:8])(=[O:9])[CH:27]2[CH:26]([OH:33])[CH:25]([NH:24][C:23]([CH:18]([NH:17][C:16]([O:15][C:11]([CH3:12])([CH3:13])[CH3:14])=[O:35])[CH2:19][CH:20]([CH3:21])[CH3:22])=[O:34])[CH2:31][CH2:30][CH:29]([CH3:32])[NH:28]2)[cH:3][cH:4][cH:5][cH:6]1.